The task is: describe an organic reaction: reactants, conditions, products, and yield. This data is from the Open Reaction Database (ORD), a public repository of structured organic reaction records. Starting materials: C1(=CC=C(C=C1)S(=O)(=O)NC1=C(/C=C/C(=S)OC)C=C(C=C1)C)C (methyl trans-2-p-toluenesulfonylamino-5-methylthiocinnamate), ClC1=CC=C2C(=C(NC2=C1)C(=O)C1=NC=CC(=C1)C)CC(=O)O ([6-Chloro-2-(4-methylpyridine-2-Carbonyl)-1H-indol-3-yl]acetic Acid). The product is CC1=CC(=NC=C1)C(=O)C=1NC2=CC=C(C=C2C1CC(=O)O)SC ([2-(4-Methylpyridine-2-carbonyl)-5-methylthio-1H-indol-3-yl]acetic Acid). As a reaction SMILES: C1(C)C=C[C:4]([S:7](NC2C=CC(C)=CC=2/C=C/C(OC)=S)(=O)=O)=CC=1.Cl[C:26]1[CH:34]=[C:33]2[C:29]([C:30]([CH2:44][C:45]([OH:47])=[O:46])=[C:31]([C:35]([C:37]3[CH:42]=[C:41]([CH3:43])[CH:40]=[CH:39][N:38]=3)=[O:36])[NH:32]2)=[CH:28][CH:27]=1>>[CH3:43][C:41]1[CH:40]=[CH:39][N:38]=[C:37]([C:35]([C:31]2[NH:32][C:33]3[C:29]([C:30]=2[CH2:44][C:45]([OH:47])=[O:46])=[CH:28][C:27]([S:7][CH3:4])=[CH:26][CH:34]=3)=[O:36])[CH:42]=1. Reported procedure: The title compound was prepared according to the procedure described in Example 57 from methyl trans-2-p-toluenesulfonylamino-5-methylthiocinnamate (step 2) and 2-bromoacetyl-4-methylpyridine hydrobromide (Preparation is described in step 2 of Example 31). Starting materials: FC1=C2C(=CNC2=CC=C1)CC(=O)N ((4-fluoroindol-3-yl)acetamide), COC(C(=O)C1=CN2C(CCC3=CC(=CC1=C23)F)C)=O ((4-methyl-8-fluoro-5,6-dihydro-4H-pyrrolo[3,2,1-ij]quinolin-1-yl)oxoacetic acid methyl ester). The product is CC1N2C3=C(C=C(C=C3CC1)F)C(=C2)C=2C(NC(C2C2=CNC1=CC=CC(=C21)F)=O)=O (3-(4-methyl-8-fluoro-5,6-dihydro-4H-pyrrolo[3,2,1-ij]quinolin-1-yl)-4-(4-fluoro-1H-indol-3-yl)pyrrole-2,5-dione). RXN SMILES: [F:1][C:2]1[CH:10]=[CH:9][CH:8]=[C:7]2[C:3]=1[C:4]([CH2:11][C:12]([NH2:14])=[O:13])=[CH:5][NH:6]2.C[O:16][C:17](=O)[C:18]([C:20]1[C:30]2=[C:31]3[C:26](=[CH:27][C:28]([F:32])=[CH:29]2)[CH2:25][CH2:24][CH:23]([CH3:33])[N:22]3[CH:21]=1)=O>>[CH3:33][CH:23]1[CH2:24][CH2:25][C:26]2[C:31]3=[C:30]([C:20]([C:18]4[C:17](=[O:16])[NH:14][C:12](=[O:13])[C:11]=4[C:4]4[C:3]5[C:7](=[CH:8][CH:9]=[CH:10][C:2]=5[F:1])[NH:6][CH:5]=4)=[CH:21][N:22]13)[CH:29]=[C:28]([F:32])[CH:27]=2. Reported procedure: Beginning with (4-fluoroindol-3-yl)acetamide and (4-methyl-8-fluoro-5,6-dihydro-4H-pyrrolo[3,2,1-ij]quinolin-1-yl)oxoacetic acid methyl ester, the title compound was prepared essentially as described in Example 1. Reactants: Cc1nc(Cl)c(F)c(N2CCN3CCOCC3C2)n1, NN, C1COCCO1, O. Yields the product Cc1nc(NN)c(F)c(N2CCN3CCOCC3C2)n1. As a reaction SMILES: [Cl:1][c:2]1[c:3]([F:19])[c:4]([N:9]2[CH2:10][CH:11]3[CH2:12][O:13][CH2:14][CH2:15][N:16]3[CH2:17][CH2:18]2)[n:5][c:6]([CH3:8])[n:7]1.[NH2:21][NH2:22].[O:23]1[CH2:24][CH2:25][O:26][CH2:27][CH2:28]1.[OH2:20]>>[c:2]1([NH:21][NH2:22])[c:3]([F:19])[c:4]([N:9]2[CH2:10][CH:11]3[CH2:12][O:13][CH2:14][CH2:15][N:16]3[CH2:17][CH2:18]2)[n:5][c:6]([CH3:8])[n:7]1. Starting materials: ClC1(C(C1)ON=C(C(=O)OCC)C1(C)OCCO1)Cl (ethyl 2-(2,2-dichlorocyclopropyloxyimino)-3,3-ethylenedioxybutyrate), C(CCC)[SnH](CCCC)CCCC (tri-n-butyltinhydride), N(=NC(C#N)(C)C)C(C#N)(C)C (2,2'-azobisisobutyronitrile). The solvent is C1(=CC=CC=C1)C (toluene). Yields the product ClC1C(C1)ON=C(C(=O)OCC)C1(C)OCCO1 (ethyl 2-(2-chlorocyclopropyloxyimino)-3,3-ethylenedioxybutyrate). Isolated yield 33.9%. Reaction SMILES: [Cl:1][C:2]1(Cl)[CH2:4][CH:3]1[O:5][N:6]=[C:7]([C:13]1([O:18][CH2:17][CH2:16][O:15]1)[CH3:14])[C:8]([O:10][CH2:11][CH3:12])=[O:9].C([SnH](CCCC)CCCC)CCC.N(C(C)(C)C#N)=NC(C)(C)C#N>C1(C)C=CC=CC=1>[Cl:1][CH:2]1[CH2:4][CH:3]1[O:5][N:6]=[C:7]([C:13]1([O:15][CH2:16][CH2:17][O:18]1)[CH3:14])[C:8]([O:10][CH2:11][CH3:12])=[O:9]. Procedure details: A solution of ethyl 2-(2,2-dichlorocyclopropyloxyimino)-3,3-ethylenedioxybutyrate (syn isomer)(312 mg) and tri-n-butyltinhydride (0.55 ml) in toluene (2 ml) was refluxed under nitrogen atmosphere in the presence of catalytic amount of 2,2'-azobisisobutyronitrile for 2 hours. The reaction mixture was concentrated in vacuo. The residue was subjected to column chromatography on silica gel (24 g) and eluted with a mixture of diethyl ether and n-hexane (1:2 V/V). The fractions containing the compound... Reactants: COc1ccc2c(c1)CCC(=COC(=O)c1ccccc1)C2=O, CC(C)O, [H][H], O=[Pt]. Product: COc1ccc2c(c1)CCC(C)C2=O. As a reaction SMILES: [C:1]([O:2][CH:10]=[C:11]1[C:12](=[O:23])[c:13]2[cH:14][cH:15][c:16]([O:21][CH3:22])[cH:17][c:18]2[CH2:19][CH2:20]1)(=[O:3])[c:4]1[cH:5][cH:6][cH:7][cH:8][cH:9]1.[CH:26]([OH:27])([CH3:28])[CH3:29].[H:24][H:25].[Pt:30]=[O:31]>>[CH3:10][CH:11]1[C:12](=[O:23])[c:13]2[cH:14][cH:15][c:16]([O:21][CH3:22])[cH:17][c:18]2[CH2:19][CH2:20]1. The reactants are BrC1=CC=C(C=C1)C#CCCC=O (5-(4'-bromophenyl)-4-pentyn-1-al), [Cl-].C(C(C)C)N(C(C)=O)[P+](C1=CC=CC=C1)(C1=CC=CC=C1)C1=CC=CC=C1 (N-isobutyl acetamidotriphenyl-phosphonium chloride). Product: C(C(C)C)NC(\C=C\CCC#CC1=CC=C(C=C1)Br)=O (N-isobutyl 7-(4'-bromophenyl)-(2E)-hepten-6-ynamide), N-isobutyl 7-(4'-bromophenyl)-(2E,6Z)-hepta-dienamide. As a reaction SMILES: [Br:1][C:2]1[CH:7]=[CH:6][C:5]([C:8]#[C:9][CH2:10][CH2:11][CH:12]=O)=[CH:4][CH:3]=1.[Cl-].[CH2:15]([N:19]([P+](C1C=CC=CC=1)(C1C=CC=CC=1)C1C=CC=CC=1)[C:20](=[O:22])[CH3:21])[CH:16]([CH3:18])[CH3:17]>>[CH2:15]([NH:19][C:20](=[O:22])/[CH:21]=[CH:12]/[CH2:11][CH2:10][C:9]#[C:8][C:5]1[CH:4]=[CH:3][C:2]([Br:1])=[CH:7][CH:6]=1)[CH:16]([CH3:18])[CH3:17] |f:1.2|. Procedure details: N-isobutyl 7-(4'-bromophenyl)-(2E)-hepten-6-ynamide was prepared from 5-(4'-bromophenyl)-4-pentyn-1-al and N-isobutyl acetamidotriphenyl-phosphonium chloride as in Example 9 and semi-hydrogenated as in Example 9 to give N-isobutyl 7-(4'-bromophenyl)-(2E,6Z)-hepta-dienamide.